The task is: describe an organic reaction: reactants, conditions, products, and yield. This data is from the Open Reaction Database (ORD), a public repository of structured organic reaction records. Reactants: BrCCCOC1=CC=C(C=C1)C=1C2=C(SC1)C=CC=C2 (3-[4-(3-bromo-propoxy)-phenyl]-benzo[b]thiophene), FC1=C(CN)C=CC(=C1)F (2,4-difluorobenzylamine), C([O-])([O-])=O.[K+].[K+] (potassium carbonate), C(C)#N (acetonitrile). The product is S1C2=C(C(=C1)C1=CC=C(OCCCNCC3=C(C=CC=C3F)F)C=C1)C=CC=C2 ([3-(4-benzo[b]thiophen-3-yl-phenoxy)-propyl]-(2,6-difluoro-benzyl)-amine). As a reaction SMILES: Br[CH2:2][CH2:3][CH2:4][O:5][C:6]1[CH:11]=[CH:10][C:9]([C:12]2[C:13]3[CH:20]=[CH:19][CH:18]=[CH:17][C:14]=3[S:15][CH:16]=2)=[CH:8][CH:7]=1.[F:21][C:22]1C=[C:28]([F:30])[CH:27]=[CH:26][C:23]=1CN.C(=O)([O-])[O-].[K+].[K+].[C:37](#[N:39])[CH3:38]>>[S:15]1[CH:16]=[C:12]([C:9]2[CH:10]=[CH:11][C:6]([O:5][CH2:4][CH2:3][CH2:2][NH:39][CH2:37][C:38]3[C:22]([F:21])=[CH:23][CH:26]=[CH:27][C:28]=3[F:30])=[CH:7][CH:8]=2)[C:13]2[CH:20]=[CH:19][CH:18]=[CH:17][C:14]1=2 |f:2.3.4|. Procedure details: The title compound is prepared from 3-[4-(3-bromo-propoxy)-phenyl]-benzo[b]thiophene, 2,4-difluorobenzylamine, potassium carbonate and acetonitrile essentially as described above in Example 118. Purity by LC/MS=98%, [M+H]+=410. Reactants: imine, [BH4-].[Na+] (sodium borohydride), COC=1C=C(C=CC1)[C@@H](C)N ((R)-1-(3-methoxyphenyl)ethylamine), CC1=C(C=CC#N)C(=CC(=C1)C)C (2,4,6-trimethylcinnamonitrile), [H-].C(C(C)C)[Al+]CC(C)C (diisobutyl aluminum hydride). Yields the product CC1=C(C(=CC(=C1)C)C)C=CCN[C@H](C)C1=CC(=CC=C1)OC ((R)-N-[3-(2,4,6-trimethylphenyl)prop-2-enyl]-1-(3-methoxyphenyl)ethylamine), 12D. Reaction SMILES: [CH3:1][C:2]1[CH:11]=[C:10]([CH3:12])[CH:9]=[C:8]([CH3:13])[C:3]=1[CH:4]=[CH:5][C:6]#[N:7].[H-].C([Al+]CC(C)C)C(C)C.[CH3:24][O:25][C:26]1[CH:27]=[C:28]([C@H:32](N)[CH3:33])[CH:29]=[CH:30][CH:31]=1.[BH4-].[Na+]>>[CH3:1][C:2]1[CH:11]=[C:10]([CH3:12])[CH:9]=[C:8]([CH3:13])[C:3]=1[CH:4]=[CH:5][CH2:6][NH:7][C@@H:32]([C:28]1[CH:29]=[CH:30][CH:31]=[C:26]([O:25][CH3:24])[CH:27]=1)[CH3:33] |f:1.2,4.5|. Procedure: In a similar fashion, 2,4,6-trimethylcinnamonitrile was treated with diisobutyl aluminum hydride and the intermediate aluminum-imine complex treated with (R)-1-(3-methoxyphenyl)ethylamine. The intermediate imine was treated with ethanolic sodium borohydride. Work-up and chromatography yielded (R)-N-[3-(2,4,6-trimethylphenyl)prop-2-enyl]-1-(3-methoxyphenyl)ethylamine, 12D, as a clear, colorless oil; m/z (rel. int.) 309 (M+, 8), 294 (25), 174 (82), 159 (100), 135 (52), 129 (29), 105 (21), 91 (17),... The reactants are [H-].[Na+] (NaH), OC1=CC=C(C=C1)C1CCCS(C2=C1C=C(C=C2)N(C)C)(=O)=O (racemic 5-(4′-hydroxyphenyl)-7-(dimethylamino)tetrahydrobenzothiepine-1,1-dioxide), CN(C)C=O (DMF), BrCCCCCBr (1,5-dibromopentane). Reaction conditions: time 1 hour. Product: S(C)(=O)(=O)OCCCCC (pentyl mesylate). As a reaction SMILES: [H-].[Na+].OC1C=CC(C2C3C=C(N(C)C)C=C[C:15]=3[S:14](=[O:25])(=[O:24])CCC2)=CC=1.Br[CH2:27][CH2:28][CH2:29][CH2:30][CH2:31]Br.CN(C=[O:37])C>>[S:14]([O:25][CH2:27][CH2:28][CH2:29][CH2:30][CH3:31])(=[O:37])(=[O:24])[CH3:15] |f:0.1|. Reported procedure: To a stirred solution of 231 mg (5.79 mmol, 60% disp.) of NaH in 22 mL of DMF was added 2.05 g (4.45 mmol) of 5-(4′-hydroxyphenyl)-7-(dimethylamino)tetrahydrobenzothiepine-1,1-dioxide (obtained from Example 1402, Step 10), and the resulting solution was stirred at ambient temperature for 1 hour. To the mixture was added 18.02 g (55.63 mmol) of 1,5-dibromopentane and the solution was stirred overnight at ambient temperature. DMF was removed by high vacuum and the residue was extracted with ethyl ... The reactants are C(C1=CC=CC=C1)OC(NC(C)C(NC=1N(N=C(C1)C1(CCNCC1)C1=CC=CC=C1)C(C)(C)C)=O)=O ({1-[2-tert-butyl-5-(4-phenylpiperidin-4-yl)-2H-pyrazol-3-ylcarbamoyl]ethyl}carbamic acid benzyl ester), C=O (formaldehyde), CC(=O)[O-].[Na+] (NaOAc), [BH3-]C#N.[Na+] (NaCNBH3). The solvent is CO (MeOH). Run at time 16 hour. Product: C(C1=CC=CC=C1)OC(NC(C)C(NC=1N(N=C(C1)C1(CCN(CC1)C)C1=CC=CC=C1)C(C)(C)C)=O)=O ({1-[2-tert-butyl-5-(1-methyl-4-phenylpiperidin-4-yl)-2H-pyrazol-3-ylcarbamoyl]ethyl}carbamic acid benzyl ester). Reaction SMILES: [CH2:1]([O:8][C:9](=[O:37])[NH:10][CH:11]([C:13](=[O:36])[NH:14][C:15]1[N:16]([C:32]([CH3:35])([CH3:34])[CH3:33])[N:17]=[C:18]([C:20]2([C:26]3[CH:31]=[CH:30][CH:29]=[CH:28][CH:27]=3)[CH2:25][CH2:24][NH:23][CH2:22][CH2:21]2)[CH:19]=1)[CH3:12])[C:2]1[CH:7]=[CH:6][CH:5]=[CH:4][CH:3]=1.C=O.[CH3:40]C([O-])=O.[Na+].[BH3-]C#N.[Na+]>CO>[CH2:1]([O:8][C:9](=[O:37])[NH:10][CH:11]([C:13](=[O:36])[NH:14][C:15]1[N:16]([C:32]([CH3:33])([CH3:35])[CH3:34])[N:17]=[C:18]([C:20]2([C:26]3[CH:27]=[CH:28][CH:29]=[CH:30][CH:31]=3)[CH2:25][CH2:24][N:23]([CH3:40])[CH2:22][CH2:21]2)[CH:19]=1)[CH3:12])[C:2]1[CH:7]=[CH:6][CH:5]=[CH:4][CH:3]=1 |f:2.3,4.5|. Reported procedure: A solution of 0.67 g (1.3 mmol) of {1-[2-tert-butyl-5-(4-phenylpiperidin-4-yl)-2H-pyrazol-3-ylcarbamoyl]ethyl}carbamic acid benzyl ester, 0.33 mL (4.0 mmol) of 37% aq. formaldehyde, 0.33 g (4.0 mmol) of NaOAc and 0.27 g (4.3 mmol) of NaCNBH3 in 10 mL of MeOH was stirred at rt. After 16 h, the reaction mixture was concentrated and extracted with water and EtOAc. The organic layer was dried over MgSO4, and concentrated. Purification on silica gel using 4% Et3N-MeOH as eluant afforded {1-[2-tert-bu... Starting materials: C(C)OCC (diethyl ether), C(C)C1=C(C(CC1)=O)C (3-ethyl-2-methylcyclopent-2-enone), ( 59 ), ( s ), ( s ), ( 86 ), ( m ), ( 42 ), ( s ), ( m ), ( 86 ), ( 37 ), C(C)(C)(C)[Mg]Cl (tert-butyl magnesium chloride), ( s ), ( s ), ( s ), ( m ), ( 27 ), ( s ), BrCBr (dibromomethane), ( 30 ), ( 36 ), ( m ), ( 100 ), ( 40 ), C[Li] (methyl-lithium), C(C)OCC (diethyl ether). Run in O (water). Conditions: time 18 hour. Yields the product C(C)[C@]12CCC([C@@]2(C1)C)(O)C ((cis)-5-ethyl-1,2-dimethylbicyclo[3.1.0]hexan-2-ol). As a reaction SMILES: [CH2:1]([C:3]1[CH2:7][CH2:6][C:5](=O)[C:4]=1[CH3:9])[CH3:2].C[Li].C([O:14][CH2:15][CH3:16])C.BrCBr.C([Mg]Cl)(C)(C)C>O>[CH2:7]([C@:3]12[CH2:9][C@@:4]1([CH3:5])[C:15]([CH3:16])([OH:14])[CH2:2][CH2:1]2)[CH3:6]. Procedure: Prepared as described in Example 20 (System B) from 3-ethyl-2-methylcyclopent-2-enone (4 g, 32 mmol) (G. Berube, A. G. Fallix, Can. J. Chem. 69, 77-78, 1991), addition of methyl-lithium 1.6 M in diethyl ether (28 ml, 45 mmol) at −20° C., dibromomethane (2×8.4 g, 97 mmol) and tert-butyl magnesium chloride 2M in diethyl ether (2×24 ml, 97 mmol). Work-up after 18 h at 25° C. (as described in example 1) and bulb-to-bulb distillation gives 3 g (60%) of a waxy yellowish solid. 1H NMR (CDCl3): δ-0.1 (d... The reactants are CCc1cc(-c2ccc(S(=O)(=O)Cl)s2)c(C)[nH]c1=O, NCCN1CCOCC1. The product is CCc1cc(-c2ccc(S(=O)(=O)NCCN3CCOCC3)s2)c(C)[nH]c1=O, Cl. As a reaction SMILES: [CH2:1]([CH3:2])[c:3]1[cH:4][c:5](-[c:11]2[cH:12][cH:13][c:14]([S:16](=[O:17])(=[O:18])[Cl:19])[s:15]2)[c:6]([CH3:10])[nH:7][c:8]1=[O:9].[O:20]1[CH2:21][CH2:22][N:23]([CH2:26][CH2:27][NH2:28])[CH2:24][CH2:25]1>>[CH2:1]([CH3:2])[c:3]1[cH:4][c:5](-[c:11]2[cH:12][cH:13][c:14]([S:16](=[O:17])(=[O:18])[NH:28][CH2:27][CH2:26][N:23]3[CH2:22][CH2:21][O:20][CH2:25][CH2:24]3)[s:15]2)[c:6]([CH3:10])[nH:7][c:8]1=[O:9].[ClH:19].